From a dataset of the Open Reaction Database (ORD), a public repository of structured organic reaction records. describe an organic reaction: reactants, conditions, products, and yield Reactants: BrC1=CC=C(C(=O)N(C)OC)C=C1 (4-bromo-N-methoxy-N-methylbenzamide), C(CCC)[Li] (n-butyllithium), CCCCCC (hexane), BrC1=CC=C(C=C1)N1CCOCC1 (4-(4-bromophenyl)morpholine). Run in O1CCCC1 (tetrahydrofuran), O1CCCC1 (tetrahydrofuran). Conditions: temperature -78 celsius, time 10 minute. Product: BrC1=CC=C(C(=O)C2=CC=C(C=C2)N2CCOCC2)C=C1 (4-Bromo-4′-morpholinobenzophenone). The yield is 31.4%. As a reaction SMILES: C([Li])CCC.CCCCCC.Br[C:13]1[CH:18]=[CH:17][C:16]([N:19]2[CH2:24][CH2:23][O:22][CH2:21][CH2:20]2)=[CH:15][CH:14]=1.[Br:25][C:26]1[CH:37]=[CH:36][C:29]([C:30](N(OC)C)=[O:31])=[CH:28][CH:27]=1>O1CCCC1>[Br:25][C:26]1[CH:37]=[CH:36][C:29]([C:30]([C:13]2[CH:18]=[CH:17][C:16]([N:19]3[CH2:24][CH2:23][O:22][CH2:21][CH2:20]3)=[CH:15][CH:14]=2)=[O:31])=[CH:28][CH:27]=1. Reported procedure: A solution of n-butyllithium in hexane (1.6 M, 0.49 mL, 0.79 mmol) was added dropwise to a solution of 4-(4-bromophenyl)morpholine (191 mg, 0.79 mmol; described in: Jones, D. H. J. Chem. Soc. (C), 1971, 132-137 ) in tetrahydrofuran (5 mL) under nitrogen at −78° C. After 10 minutes, a pre-cooled solution (−78° C.) of 4-bromo-N-methoxy-N-methylbenzamide (212 mg, 0.87 mmol; described in: Turnbull, K. Tet. Lett. 1998 39(12), 1509-12) in tetrahydrofuran (3 mL) was added via a double-tipped needle. Th... The reactants are CI, CN(C)C=O, [H-], [Na+], O, O=C(c1ccc2nonc2c1)N1CCC(O)CC1. Yields the product COC1CCN(C(=O)c2ccc3nonc3c2)CC1. RXN SMILES: [CH3:21][I:22].[CH3:23][N:24]([CH3:25])[CH:26]=[O:27].[H-:19].[Na+:20].[OH2:28].[n:1]1[c:2]2[c:3]([n:4][o:5]1)[cH:6][c:7]([C:10](=[O:11])[N:12]1[CH2:13][CH2:14][CH:15]([OH:18])[CH2:16][CH2:17]1)[cH:8][cH:9]2>>[n:1]1[c:2]2[c:3]([n:4][o:5]1)[cH:6][c:7]([C:10](=[O:11])[N:12]1[CH2:13][CH2:14][CH:15]([O:18][CH3:21])[CH2:16][CH2:17]1)[cH:8][cH:9]2. Starting materials: FC=1C=C(COC2=CC=C(C=C2)NC=2C3=C(N=CN2)C=NC(=C3)C3=CC=C(O3)C=O)C=CC1 (5-(4-(4-(3-Fluorobenzyloxy)-phenylamino)-pyrido[3,4-d]pyrimidin-6-yl)-furan-2-carbaldehyde), C(CC)S(=O)(=O)CCN (2-n-propanesulphonyl-ethyl amine), C(OC)COC (dimethoxyethane). Yields the product FC=1C=C(COC2=CC=C(C=C2)NC=2C3=C(N=CN2)C=NC(=C3)C3(OC=CC3)CNCCS(=O)(=O)CCC)C=CC1 ((4-(3-Fluorobenzyloxy)-phenyl)-(6-(2-((2-propanesulphonyl-ethylamino)methyl)-furan-2-yl)-pyrido[3,4-d]pyrimidin-4-yl)-amine). As a reaction SMILES: [F:1][C:2]1[CH:3]=[C:4]([CH:31]=[CH:32][CH:33]=1)[CH2:5][O:6][C:7]1[CH:12]=[CH:11][C:10]([NH:13][C:14]2[C:15]3[CH:23]=[C:22]([C:24]4[O:28][C:27](C=O)=[CH:26][CH:25]=4)[N:21]=[CH:20][C:16]=3[N:17]=[CH:18][N:19]=2)=[CH:9][CH:8]=1.[CH2:34]([S:37]([CH2:40][CH2:41][NH2:42])(=[O:39])=[O:38])[CH2:35][CH3:36].[CH2:43](COC)OC>>[F:1][C:2]1[CH:3]=[C:4]([CH:31]=[CH:32][CH:33]=1)[CH2:5][O:6][C:7]1[CH:8]=[CH:9][C:10]([NH:13][C:14]2[C:15]3[CH:23]=[C:22]([C:24]4([CH2:43][NH:42][CH2:41][CH2:40][S:37]([CH2:34][CH2:35][CH3:36])(=[O:39])=[O:38])[CH2:25][CH:26]=[CH:27][O:28]4)[N:21]=[CH:20][C:16]=3[N:17]=[CH:18][N:19]=2)=[CH:11][CH:12]=1. Procedure details: 5-(4-(4-(3-Fluorobenzyloxy)-phenylamino)-pyrido[3,4-d]pyrimidin-6-yl)-furan-2-carbaldehyde (0.31 mmol) and 2-n-propanesulphonyl-ethyl amine (0.94 mmol) were reacted together in dimethoxyethane as in Procedure D. 1H NMR (DMSO) 11.25 (bs, 1H); 9.88 (bs, 1H); 9.49 (s, 1H); 9.20 (s, 1H); 8.80 (s, 1H); 7.85 (d, 2H); 7.44 (m, 1H); 7.32–7.27 (m, 3H); 7.16 (m, 1H); 7.11 (d, 2H); 6.87 (m, 1H); 5.18 (s, 2H); 4.46 (s, 2H); 3.66 (m, 2H); 3.45 (m, 2H); 3.23 (m, 2H); 1.71 (m, 2H); 0.97 (m, 3H). Electrospray M... Starting materials: COC(=O)C1CNCCN1, O=C(Cl)OCc1ccccc1, [Na+], O=C([O-])O. Yields the product COC(=O)C1CN(C(=O)OCc2ccccc2)CCN1. As a reaction SMILES: [C:1](=[O:2])([O:3][CH3:4])[CH:5]1[NH:6][CH2:7][CH2:8][NH:9][CH2:10]1.[Cl:11][C:12](=[O:13])[O:14][CH2:15][c:16]1[cH:17][cH:18][cH:19][cH:20][cH:21]1.[Na+:26].[O-:22][C:23]([OH:24])=[O:25]>>[C:1](=[O:2])([O:3][CH3:4])[CH:5]1[NH:6][CH2:7][CH2:8][N:9]([C:12](=[O:13])[O:14][CH2:15][c:16]2[cH:17][cH:18][cH:19][cH:20][cH:21]2)[CH2:10]1. Starting materials: O=C(Br)CBr, O=C([O-])[O-], Cc1cncc(N)n1, ClCCl, Cl, [K+], [K+], O. Yields the product Cc1cncc(NC(=O)CBr)n1. RXN SMILES: [Br:15][CH2:16][C:17](=[O:18])[Br:19].[C:9](=[O:10])([O-:11])[O-:12].[CH3:1][c:2]1[cH:3][n:4][cH:5][c:6]([NH2:8])[n:7]1.[Cl:22][CH2:23][Cl:24].[ClH:20].[K+:13].[K+:14].[OH2:21]>>[CH3:1][c:2]1[cH:3][n:4][cH:5][c:6]([NH:8][C:17]([CH2:16][Br:15])=[O:18])[n:7]1.